describe an organic reaction: reactants, conditions, products, and yield From a dataset of the Open Reaction Database (ORD), a public repository of structured organic reaction records. The reactants are ClC1=C(C=O)C=CC=C1Cl (2,3-dichlorobenzaldehyde), N1CCCC1 (pyrrolidine), NaHB(OAc)3, [OH-].[Na+] (NaOH). The solvent is C(Cl)Cl (CH2Cl2). Conditions: time 8 hour. The product is ClC1=C(CN2CCCC2)C=CC=C1Cl (1-(2,3-Dichlorobenzyl)pyrrolidine). The yield is 80045.0%. RXN SMILES: [Cl:1][C:2]1[C:9]([Cl:10])=[CH:8][CH:7]=[CH:6][C:3]=1[CH:4]=O.[NH:11]1[CH2:15][CH2:14][CH2:13][CH2:12]1.[OH-].[Na+]>C(Cl)Cl>[Cl:1][C:2]1[C:9]([Cl:10])=[CH:8][CH:7]=[CH:6][C:3]=1[CH2:4][N:11]1[CH2:15][CH2:14][CH2:13][CH2:12]1 |f:2.3|. Procedure: NaHB(OAc)3 (15.1 g, 0.0714 mmol) was added under vigorous stirring in portions to a solution of 2,3-dichlorobenzaldehyde (10 g, 0.057 mmol) and pyrrolidine (5.97 mL, 0.0714 mmol) in CH2Cl2 (200 mL). The reaction mixture was vigorously stirred overnight. Then 5N NaOH (50 mL) was added, and the layers were separated. The product was extracted from the aqueous layer with CH2Cl2 (2×50 mL). The combined extracts were washed with 5N NaOH (50 mL), water, brine, dried with anhydrous Na2SO4, and evaporat... Reactants: CN(C)[C@H]1[C@@H](CCCC1)NC(C)=O (trans-N-[2-(N,N-dimethylamino)cyclohexyl]acetamide), CCOCC (ether), CCOCC (ether), [H-].[H-].[H-].[H-].[Li+].[Al+3] (LAH), [OH-].[Na+] (NaOH). Solvent: O (H2O), O (H2O). Reaction conditions: time 1 hour. Yields the product CN(C1C(CCCC1)NCC)C (N,N-Dimethyl-N'-ethyl-1,2-cyclohexanediamine). The yield is 76.0%. RXN SMILES: [CH3:1][N:2]([C@@H:4]1[CH2:9][CH2:8][CH2:7][CH2:6][C@H:5]1[NH:10][C:11](=O)[CH3:12])[CH3:3].CCOCC.[H-].[H-].[H-].[H-].[Li+].[Al+3].[OH-].[Na+]>O>[CH3:1][N:2]([CH3:3])[CH:4]1[CH2:9][CH2:8][CH2:7][CH2:6][CH:5]1[NH:10][CH2:11][CH3:12] |f:2.3.4.5.6.7,8.9|. Procedure: A solution of the trans-N-[2-(N,N-dimethylamino)cyclohexyl]acetamide (acetyl compound) (5.03 g.; 0.027 mole) in 100 ml. of ether was added during 10 minutes to a solution of LAH (5.03 g.) in 300 ml. of ether and the mixture was refluxed 24 hours. It was cooled, decomposed in succession with 5 ml. of H2O, 5 ml. of 15% NaOH, and 15 ml. of H2O. The suspension was stirred 1 hour at room temperature, filtered and the cake washed with ether. The solvent was evaporated through a 9" Vigreux and the prod... Starting materials: CCI, CS(C)=O, COc1cccc(OC)c1O, [Na+], [OH-], O. The product is CCOc1c(OC)cccc1OC. As a reaction SMILES: [CH2:14]([CH3:15])[I:16].[CH3:17][S:18]([CH3:19])=[O:20].[CH3:1][O:2][c:3]1[cH:4][cH:5][cH:6][c:7]([O:8][CH3:9])[c:10]1[OH:11].[Na+:13].[OH-:12].[OH2:21]>>[CH3:1][O:2][c:3]1[cH:4][cH:5][cH:6][c:7]([O:8][CH3:9])[c:10]1[O:11][CH2:14][CH3:15].